The task is: describe an organic reaction: reactants, conditions, products, and yield. This data is from the Open Reaction Database (ORD), a public repository of structured organic reaction records. Starting materials: CCO, [Ca+2], [Cl-], [Cl-], [Fe], O=[N+]([O-])c1ccc(OCCn2cncn2)cc1. Product: Nc1ccc(OCCn2cncn2)cc1. RXN SMILES: [CH3:22][CH2:23][OH:24].[Ca+2:20].[Cl-:18].[Cl-:19].[Fe:21].[N+:1]([O-:2])(=[O:3])[c:4]1[cH:5][cH:6][c:7]([O:8][CH2:9][CH2:10][n:11]2[n:12][cH:13][n:14][cH:15]2)[cH:16][cH:17]1>>[NH2:1][c:4]1[cH:5][cH:6][c:7]([O:8][CH2:9][CH2:10][n:11]2[n:12][cH:13][n:14][cH:15]2)[cH:16][cH:17]1. Reactants: B, CCOC(=O)C1=NOC2(CCC2)C1, CSC, ClCCl, C1CCOC1. Yields the product CCOC(=O)C1CC2(CCC2)ON1. As a reaction SMILES: [BH3:17].[CH2:1]([CH3:2])[O:3][C:4](=[O:5])[C:6]1=[N:7][O:8][C:9]2([CH2:10][CH2:11][CH2:12]2)[CH2:13]1.[CH3:14][S:15][CH3:16].[Cl:18][CH2:19][Cl:20].[O:21]1[CH2:22][CH2:23][CH2:24][CH2:25]1>>[CH2:1]([CH3:2])[O:3][C:4](=[O:5])[CH:6]1[NH:7][O:8][C:9]2([CH2:10][CH2:11][CH2:12]2)[CH2:13]1. The reactants are CS(=O)(=O)OCc1ccc(C#CC(=O)NCc2ccc(-c3ccc(Cl)cc3)cc2)cc1, CC1CCNCC1, CO, ClCCl, N. The product is CC1CCN(Cc2ccc(C#CC(=O)NCc3ccc(-c4ccc(Cl)cc4)cc3)cc2)CC1. RXN SMILES: [CH3:1][S:2]([O:3][CH2:6][c:7]1[cH:8][cH:9][c:10]([C:13]#[C:14][C:15]([NH:16][CH2:17][c:18]2[cH:19][cH:20][c:21](-[c:24]3[cH:25][cH:26][c:27]([Cl:30])[cH:28][cH:29]3)[cH:22][cH:23]2)=[O:31])[cH:11][cH:12]1)(=[O:4])=[O:5].[CH3:32][CH:33]1[CH2:34][CH2:35][NH:36][CH2:37][CH2:38]1.[CH3:40][OH:41].[Cl:42][CH2:43][Cl:44].[NH3:39]>>[CH2:6]([c:7]1[cH:8][cH:9][c:10]([C:13]#[C:14][C:15]([NH:16][CH2:17][c:18]2[cH:19][cH:20][c:21](-[c:24]3[cH:25][cH:26][c:27]([Cl:30])[cH:28][cH:29]3)[cH:22][cH:23]2)=[O:31])[cH:11][cH:12]1)[N:36]1[CH2:35][CH2:34][CH:33]([CH3:32])[CH2:38][CH2:37]1. The reactants are O=C([O-])O, CCOC(C)=O, C=CCBr, CO, CN(C)C=O, Cl, [Na+], CCC1CC(=O)C2Oc3c(OC)ccc4c3C23CCNC(C4)C13. The product is Cl, C=CCN1CCC23c4c5ccc(OC)c4OC2C(=O)CC(CC)C3C1C5. RXN SMILES: [C:25](=[O:26])([OH:27])[O-:28].[C:34]([O:35][CH2:36][CH3:37])(=[O:38])[CH3:39].[CH2:30]([CH:31]=[CH2:32])[Br:33].[CH3:40][OH:41].[CH3:42][N:43]([CH3:44])[CH:45]=[O:46].[ClH:1].[Na+:29].[O:2]1[c:3]2[c:4]([O:23][CH3:24])[cH:5][cH:6][c:7]3[c:16]2[C:15]24[CH:10]([CH:9]([CH2:8]3)[NH:19][CH2:18][CH2:17]2)[CH:11]([CH2:21][CH3:22])[CH2:12][C:13](=[O:20])[CH:14]14>>[ClH:1].[O:2]1[c:3]2[c:4]([O:23][CH3:24])[cH:5][cH:6][c:7]3[c:16]2[C:15]24[CH:10]([CH:9]([CH2:8]3)[N:19]([CH2:32][CH:31]=[CH2:30])[CH2:18][CH2:17]2)[CH:11]([CH2:21][CH3:22])[CH2:12][C:13](=[O:20])[CH:14]14. Reactants: CN(C)C=O, CCOC(C)=O, CCOC(=O)C1=CCCCC1S(=O)(=O)Nc1ccc(F)cc1F, SCc1ccccc1. Yields the product CCOC(=O)C1=CCCCC1SCc1ccccc1. As a reaction SMILES: [CH3:32][N:33]([CH3:34])[CH:35]=[O:36].[CH3:37][CH2:38][O:39][C:40](=[O:41])[CH3:42].[F:1][c:2]1[cH:3][c:4]([F:5])[cH:6][cH:7][c:8]1[NH:9][S:10](=[O:11])(=[O:12])[CH:13]1[CH2:14][CH2:15][CH2:16][CH:17]=[C:18]1[C:19](=[O:20])[O:21][CH2:22][CH3:23].[c:24]1([CH2:30][SH:31])[cH:25][cH:26][cH:27][cH:28][cH:29]1>>[S:10]([CH:13]1[CH2:14][CH2:15][CH2:16][CH:17]=[C:18]1[C:19](=[O:20])[O:21][CH2:22][CH3:23])[CH2:30][c:24]1[cH:25][cH:26][cH:27][cH:28][cH:29]1. Starting materials: CCOC(C)=O, O=[N+]([O-])c1ccc(-c2cccc3c2oc2ccccc23)cc1. Yields the product Nc1ccc(-c2cccc3c2oc2ccccc23)cc1. RXN SMILES: [CH3:23][CH2:24][O:25][C:26]([CH3:27])=[O:28].[N+:1]([O-:2])(=[O:3])[c:4]1[cH:5][cH:6][c:7](-[c:10]2[cH:11][cH:12][cH:13][c:14]3[c:15]2[o:16][c:17]2[c:18]3[cH:19][cH:20][cH:21][cH:22]2)[cH:8][cH:9]1>>[NH2:1][c:4]1[cH:5][cH:6][c:7](-[c:10]2[cH:11][cH:12][cH:13][c:14]3[c:15]2[o:16][c:17]2[c:18]3[cH:19][cH:20][cH:21][cH:22]2)[cH:8][cH:9]1. Reactants: CC(C)=O, C[Si](C)(C)CCOCn1cc(C=O)c2nc(Oc3ccccc3)cnc21, O, O=S(=O)(O)O. Product: C[Si](C)(C)CCOCn1cc(C(=O)O)c2nc(Oc3ccccc3)cnc21. Reaction SMILES: [CH3:33][C:34](=[O:35])[CH3:36].[O:6]([c:7]1[cH:8][cH:9][cH:10][cH:11][cH:12]1)[c:13]1[n:14][c:15]2[c:16]([n:17][cH:18]1)[n:19]([CH2:24][O:25][CH2:26][CH2:27][Si:28]([CH3:29])([CH3:30])[CH3:31])[cH:20][c:21]2[CH:22]=[O:23].[OH2:32].[S:1]([OH:2])(=[O:3])(=[O:4])[OH:5]>>[OH:2][C:22]([c:21]1[c:15]2[n:14][c:13]([O:6][c:7]3[cH:8][cH:9][cH:10][cH:11][cH:12]3)[cH:18][n:17][c:16]2[n:19]([CH2:24][O:25][CH2:26][CH2:27][Si:28]([CH3:29])([CH3:30])[CH3:31])[cH:20]1)=[O:23]. Starting materials: [N+](=O)([O-])C=1C=C(C=CC1O)C1=CC=CC=C1 (3-nitro-4-hydroxybiphenyl), COS(=O)(=O)OC (dimethylsulfate). The product is [N+](=O)([O-])C=1C=C(C=CC1OC)C1=CC=CC=C1 (3-nitro-4-methoxybiphenyl). RXN SMILES: [N+:1]([C:4]1[CH:5]=[C:6]([C:11]2[CH:16]=[CH:15][CH:14]=[CH:13][CH:12]=2)[CH:7]=[CH:8][C:9]=1[OH:10])([O-:3])=[O:2].[CH3:17]OS(OC)(=O)=O>>[N+:1]([C:4]1[CH:5]=[C:6]([C:11]2[CH:16]=[CH:15][CH:14]=[CH:13][CH:12]=2)[CH:7]=[CH:8][C:9]=1[O:10][CH3:17])([O-:3])=[O:2]. Reported procedure: After the 3-nitro-4-hydroxybiphenyl is formed as described above, it is then reacted with dimethylsulfate to form 3-nitro-4-methoxybiphenyl, which is then reduced to form 3-amino-4-methoxybiphenyl. The 3-amino4-methoxybiphenyl is precipitated by the addition of hydrochloric acid solution, forming the desired 3-amino-4-methoxybiphenyl hydrochloride. Starting materials: CC(=O)OC(C)C, NC1CCCc2ccccc21, Cl, N#C[N-]C#N, [Na+], O. Yields the product N#CNC(=N)NC1CCCc2ccccc21. RXN SMILES: [C:19]([O:20][CH:21]([CH3:22])[CH3:23])(=[O:24])[CH3:25].[CH:2]1([NH2:12])[CH2:3][CH2:4][CH2:5][c:6]2[cH:7][cH:8][cH:9][cH:10][c:11]21.[ClH:1].[N-:13]([C:14]#[N:15])[C:16]#[N:17].[Na+:18].[OH2:26]>>[CH:2]1([NH:12][C:16]([NH:13][C:14]#[N:15])=[NH:17])[CH2:3][CH2:4][CH2:5][c:6]2[cH:7][cH:8][cH:9][cH:10][c:11]21.